Task: describe an organic reaction: reactants, conditions, products, and yield. Dataset: the Open Reaction Database (ORD), a public repository of structured organic reaction records The reactants are CC1=C(C(=CC(=C1)[N+](=O)[O-])[N+](=O)[O-])NC(C)=O (N-(2-methyl-4,6-dinitro-phenyl)-acetamide). Reagents/catalysts: [Pd] (palladium on charcoal). The solvent is CO (methanol). Conditions: time 2 hour. Yields the product NC1=C(C(=CC(=C1)N)C)NC(C)=O (N-(2,4-diamino-6-methyl-phenyl)-acetamide). As a reaction SMILES: [CH3:1][C:2]1[CH:7]=[C:6]([N+:8]([O-])=O)[CH:5]=[C:4]([N+:11]([O-])=O)[C:3]=1[NH:14][C:15](=[O:17])[CH3:16]>[Pd].CO>[NH2:11][C:4]1[CH:5]=[C:6]([NH2:8])[CH:7]=[C:2]([CH3:1])[C:3]=1[NH:14][C:15](=[O:17])[CH3:16]. Procedure: A mixture of 45.0 g (0.188 mol) N-(2-methyl-4,6-dinitro-phenyl)-acetamide and 4.50 g palladium on charcoal (Pd/C 10%) in 1.400 L methanol was hydrogenated for 2 h at RT under a hydrogen atmosphere. The catalyst was removed by suction filtering and the filtrate was evaporated to dryness i.vac. The residue was triturated in diethyl ether, suction filtered and dried. The crude product obtained was used directly for the next step. The reactants are FC(C=1C=CC2=C(CCC(CC2)=O)C1)(F)F (2-trifluoromethyl-6,7,8,9-tetrahydro-[5H]-benzocyclohepten-7-one), C(C)NC=O (N-ethylformamide). The solvent is C(=O)O (formic acid). The product is FC(C=1C=CC2=C(CCC(CC2)N(C=O)CC)C1)(F)F (2-trifluoromethyl-7-(N-ethyl-N-formylamino)-6,7,8,9-tetrahydro-[5H]-benzocycloheptene). Isolated yield 99.2%. Reaction SMILES: [F:1][C:2]([F:16])([F:15])[C:3]1[CH:4]=[CH:5][C:6]2[CH2:12][CH2:11][C:10](=O)[CH2:9][CH2:8][C:7]=2[CH:14]=1.[CH2:17]([NH:19][CH:20]=[O:21])[CH3:18]>C(O)=O>[F:1][C:2]([F:16])([F:15])[C:3]1[CH:4]=[CH:5][C:6]2[CH2:12][CH2:11][CH:10]([N:19]([CH2:17][CH3:18])[CH:20]=[O:21])[CH2:9][CH2:8][C:7]=2[CH:14]=1. Procedure details: A mixture of 228.2 g of 2-trifluoromethyl-6,7,8,9-tetrahydro-[5H]-benzocyclohepten-7-one, 219 g of N-ethylformamide and 151 g of formic acid is heated under reflux for 14 hours. After concentration in vacuo, while heating on a bain-marie, the residue is taken up in 2300 ml of methylene chloride. After washing twice with 800 ml of water each time, the organic layer is dried over magnesium sulphate and, after filtration, the solvent is removed in vacuo. 283 g of 2-trifluoromethyl-7-(N-ethyl-N-form... Starting materials: CCOC(C)=O, CS(=O)(=O)c1cc(NC(=O)CCl)cc([N+](=O)[O-])c1, CCC(N)CO. The product is CCC(CO)NCC(=O)Nc1cc([N+](=O)[O-])cc(S(C)(=O)=O)c1. Reaction SMILES: [CH3:25][CH2:26][O:27][C:28](=[O:29])[CH3:30].[Cl:1][CH2:2][C:3](=[O:4])[NH:5][c:6]1[cH:7][c:8]([S:15](=[O:16])(=[O:17])[CH3:18])[cH:9][c:10]([N+:12](=[O:13])[O-:14])[cH:11]1.[NH2:19][CH:20]([CH2:21][OH:22])[CH2:23][CH3:24]>>[CH2:2]([C:3](=[O:4])[NH:5][c:6]1[cH:7][c:8]([S:15](=[O:16])(=[O:17])[CH3:18])[cH:9][c:10]([N+:12](=[O:13])[O-:14])[cH:11]1)[NH:19][CH:20]([CH2:21][OH:22])[CH2:23][CH3:24]. Reactants: C(C)(=O)C1(CCC(CC1)C(=O)OC)C(=O)OC (Dimethyl 1-acetylcyclohexane-1,4-dicarboxylate), Cl (hydrochloric acid), O (water). The solvent is C(C)O (ethanol). Yields the product C(C)(=O)C1CCC(CC1)C(=O)OC (methyl 4-acetylcyclohexanecarboxylate). As a reaction SMILES: [C:1]([C:4]1(C(OC)=O)[CH2:9][CH2:8][CH:7]([C:10]([O:12][CH3:13])=[O:11])[CH2:6][CH2:5]1)(=[O:3])[CH3:2].Cl.O>C(O)C>[C:1]([CH:4]1[CH2:9][CH2:8][CH:7]([C:10]([O:12][CH3:13])=[O:11])[CH2:6][CH2:5]1)(=[O:3])[CH3:2]. Reported procedure: Dimethyl 1-acetylcyclohexane-1,4-dicarboxylate (23.3 g) was added to a solution of concentrated hydrochloric acid (253 ml) in ethanol (126 ml). After refluxing for 10 hours the reaction mixture was poured into water and then extracted with dichloromethane. The organic phase was then washed with saturate sodium bicarbonate solution and brine. After drying over anhydrous magnesium sulphate the solvent was removed under reduced pressure to give methyl 4-acetylcyclohexanecarboxylate as a colourless ... Reactants: ClC1=NC(=NC(=C1)Cl)SCC1=C(C(=CC=C1)F)F (4,6-dichloro-2-[(2,3-difluorobenzyl)thio]pyrimidine), product, CC1(OCC(O1)C=C)C (2,2-dimethyl-4-vinyl-1,3-dioxolane), C(CCC)N(CCCC)CCCC (tri-n-butylamine). Reagents/catalysts: [Cl-].C(CCC)[N+](CCCC)(CCCC)CCCC (tetra-n-butylammonium chloride), C=1C=CC(=CC1)/C=C/C(=O)/C=C/C2=CC=CC=C2.C=1C=CC(=CC1)/C=C/C(=O)/C=C/C2=CC=CC=C2.C=1C=CC(=CC1)/C=C/C(=O)/C=C/C2=CC=CC=C2.[Pd].[Pd] (tris(dibenzylideneacetone)dipalladium(0)). The solvent is CN(C=O)C (N,N-dimethylformamide). Procedure: A mixture of 4,6-dichloro-2-[(2,3-difluorobenzyl)thio]pyrimidine (product of example 1 step ii) (0.5 g), tris(dibenzylideneacetone)dipalladium(0) (45 mg), 2,2-dimethyl-4-vinyl-1,3-dioxolane (630 mg), tri-n-butylamine (610 mg) and tetra-n-butylammonium chloride (460 mg) in anhydrous N,N-dimethylformamide (6.5 ml) were heated at 90° C. for 3 h. then stirred at room temperature overnight. The reaction mixture was partitioned between ethyl acetate and water. The organic phase was washed with water a... As a reaction SMILES: Cl[C:2]1[CH:7]=[C:6]([Cl:8])[N:5]=[C:4]([S:9][CH2:10][C:11]2[CH:16]=[CH:15][CH:14]=[C:13]([F:17])[C:12]=2[F:18])[N:3]=1.[CH3:19][C:20]1([CH3:27])[O:24][CH:23]([CH:25]=[CH2:26])[CH2:22][O:21]1.C(N(CCCC)CCCC)CCC>[Cl-].C([N+](CCCC)(CCCC)CCCC)CCC.CN(C)C=O.C1C=CC(/C=C/C(/C=C/C2C=CC=CC=2)=O)=CC=1.C1C=CC(/C=C/C(/C=C/C2C=CC=CC=2)=O)=CC=1.C1C=CC(/C=C/C(/C=C/C2C=CC=CC=2)=O)=CC=1.[Pd].[Pd]>[Cl:8][C:6]1[CH:7]=[C:2]([CH:26]=[CH:25][CH:23]2[CH2:22][O:21][C:20]([CH3:27])([CH3:19])[O:24]2)[N:3]=[C:4]([S:9][CH2:10][C:11]2[CH:16]=[CH:15][CH:14]=[C:13]([F:17])[C:12]=2[F:18])[N:5]=1 |f:3.4,6.7.8.9.10|. Product: ClC1=NC(=NC(=C1)C=CC1OC(OC1)(C)C)SCC1=C(C(=CC=C1)F)F (4-Chloro-2-[[(2,3-difluorophenyl)methyl]thio]-6-[2-(2,2-dimethyl[1,3]dioxolan-4-yl)-vinyl]-pyrimidine). Reaction conditions: temperature 90 celsius, time 8 hour. The reactants are BrC=1C=C(C(N(C1)C)=O)NC1=NC=NC=C1 (5-Bromo-1-methyl-3-(pyrimidin-4-ylamino)pyridin-2(1H)-one), C(C)(=O)OCC=1C(=NC=CC1B1OC(C(O1)(C)C)(C)C)N1C(C=2N(C=3CCCCC3C2)CC1)=O ((2-(1-Oxo-3,4,6,7,8,9-hexahydropyrazino[1,2-a]indol-2(1H)-yl)-4-(4,4,5,5-tetramethyl-1,3,2-dioxaborolan-2-yl)pyridin-3-yl)methyl acetate), CC(=O)[O-].[Na+] (NaOAc), K3PO4.3H2O, C(C)#N (acetonitrile). The reagents and catalysts are C1=CC=C(C=C1)P([C-]2C=CC=C2)C3=CC=CC=C3.C1=CC=C(C=C1)P([C-]2C=CC=C2)C3=CC=CC=C3.Cl[Pd]Cl.[Fe+2] (Pd(dppf)Cl2). Run in O (water). Run at temperature 110 celsius. The product is C(C)(=O)OCC=1C(=NC=CC1C1=CN(C(C(=C1)NC1=NC=NC=C1)=O)C)N1C(C=2N(C=3CCCCC3C2)CC1)=O ((4-(1-Methyl-6-oxo-5-(pyrimidin-4-ylamino)-1,6-dihydropyridin-3-yl)-2-(1-oxo-3,4,6,7,8,9-hexahydropyrazino[1,2-a]indol-2(1H)-yl)pyridin-3-yl)methyl Acetate). Yield: 39.4%. Reaction SMILES: Br[C:2]1[CH:3]=[C:4]([NH:10][C:11]2[CH:16]=[CH:15][N:14]=[CH:13][N:12]=2)[C:5](=[O:9])[N:6]([CH3:8])[CH:7]=1.[C:17]([O:20][CH2:21][C:22]1[C:23]([N:37]2[CH2:49][CH2:48][N:40]3[C:41]4[CH2:42][CH2:43][CH2:44][CH2:45][C:46]=4[CH:47]=[C:39]3[C:38]2=[O:50])=[N:24][CH:25]=[CH:26][C:27]=1B1OC(C)(C)C(C)(C)O1)(=[O:19])[CH3:18].CC([O-])=O.[Na+].C(#N)C>C1C=CC(P(C2C=CC=CC=2)[C-]2C=CC=C2)=CC=1.C1C=CC(P(C2C=CC=CC=2)[C-]2C=CC=C2)=CC=1.Cl[Pd]Cl.[Fe+2].O>[C:17]([O:20][CH2:21][C:22]1[C:23]([N:37]2[CH2:49][CH2:48][N:40]3[C:41]4[CH2:42][CH2:43][CH2:44][CH2:45][C:46]=4[CH:47]=[C:39]3[C:38]2=[O:50])=[N:24][CH:25]=[CH:26][C:27]=1[C:2]1[CH:3]=[C:4]([NH:10][C:11]2[CH:16]=[CH:15][N:14]=[CH:13][N:12]=2)[C:5](=[O:9])[N:6]([CH3:8])[CH:7]=1)(=[O:19])[CH3:18] |f:2.3,5.6.7.8|. Procedure: A sealed tube equipped with a magnetic stirrer was charged with 142a (154.5 mg, 0.55 mmol), (2-(1-oxo-3,4,6,7,8,9-hexahydropyrazino[1,2-a]indol-2(1H)-yl)-4-(4,4,5,5-tetramethyl-1,3,2-dioxaborolan-2-yl)pyridin-3-yl)methyl acetate 113i (252.5 mg, 0.55 mmol), Pd(dppf)Cl2 (25.9 mg, 0.03135 mmol), NaOAc (108 mg, 1.1 mmol), K3PO4.3H2O (293 mg, 1.1 mmol), acetonitrile (6 mL), and water (0.5 mL). After three cycles of vacuum/argon flush, the mixture was heated at 110° C. for 2 h. It was then filtered an... Starting materials: FC(C(=O)O)(F)F.C1(CCCCC1)CCC[C@H](CC(=O)O)C1=NC(=NO1)C(=O)N1CCC(CC1)N(C)C ((3R)-6-cyclohexyl-3-(3-{[4-(dimethylamino)-1-piperidinyl]carbonyl}-1,2,4-oxadiazol-5yl) hexanoic acid trifluoroacetate), CN1CCOCC1 (N-methylmorpholine), ClC(=O)OCC(C)C (isobutyl chloroformate), Cl.NO (Hydroxylamine hydrochloride), CN1CCOCC1 (N-methylmorpholine). Run in CN(C=O)C (N,N-dimethylformamide). Run at temperature 0 celsius, time 45 minute. Product: N (ammonia), C1(CCCCC1)CCC[C@H](CC(=O)NO)C1=NC(=NO1)C(=O)N1CCC(CC1)N(C)C ((3R)-6-Cyclohexyl-3-(3-{[4-(dimethylamino)-1-piperidinyl]carbonyl}-1,2,4-oxadiazol-5-yl)-N-hydroxyhexanamide). Yield: 8.1%. RXN SMILES: FC(F)(F)C(O)=O.[CH:8]1([CH2:14][CH2:15][CH2:16][C@@H:17]([C:22]2[O:26][N:25]=[C:24]([C:27]([N:29]3[CH2:34][CH2:33][CH:32]([N:35]([CH3:37])[CH3:36])[CH2:31][CH2:30]3)=[O:28])[N:23]=2)[CH2:18][C:19]([OH:21])=O)[CH2:13][CH2:12][CH2:11][CH2:10][CH2:9]1.CN1CCOCC1.ClC(OCC(C)C)=O.Cl.[NH2:54][OH:55]>CN(C)C=O>[NH3:23].[CH:8]1([CH2:14][CH2:15][CH2:16][C@@H:17]([C:22]2[O:26][N:25]=[C:24]([C:27]([N:29]3[CH2:34][CH2:33][CH:32]([N:35]([CH3:37])[CH3:36])[CH2:31][CH2:30]3)=[O:28])[N:23]=2)[CH2:18][C:19]([NH:54][OH:55])=[O:21])[CH2:9][CH2:10][CH2:11][CH2:12][CH2:13]1 |f:0.1,4.5|. Reported procedure: A solution of (3R)-6-cyclohexyl-3-(3-{[4-(dimethylamino)-1-piperidinyl]carbonyl}-1,2,4-oxadiazol-5yl) hexanoic acid trifluoroacetate (Preparation 26) (702 mg, 1.31 mmol) and N-methylmorpholine (159 μl, 1.45 mmol) in N,N-dimethylformamide (15 ml) was cooled to 0° C. and then treated with dropwise with isobutyl chloroformate (188 μl, 1.45 mmol). The resulting solution was stirred at 0° C. under a nitrogen atmosphere for 45 minutes. Hydroxylamine hydrochloride (274 mg, 3.94 mmol) was then added fol... The reactants are FC(F)P(C1=CC=CC=C1)(C1=CC=CC=C1)=O (difluoromethyldiphenylphosphine oxide), C(C)(C)[N-]C(C)C.[Li+] (lithium diisopropylamide), O1C(CCCC1)OC1=CC=2CC[C@@H]3[C@@H]4CCC([C@@]4(C)CC[C@@H]3C2C=C1)=O (3-tetrahydropyranyloxy-8α-estra-1,3,5(10)-trien-17-one). The solvent is C(C)(=O)OCC (ethyl acetate), O1CCCC1 (tetrahydrofuran), O1CCCC1 (tetrahydrofuran), C(C)(=O)OCC (ethyl acetate), O (water). Reaction conditions: time 1 hour. The product is FC(=C1[C@]2(C)[C@@H](CC1)[C@H]1CCC=3C=C(C=CC3[C@H]1CC2)OC2OCCCC2)F (17-difluoromethylene-3-tetrahydropyranyloxy-8α-estra-1,3,5(10)-triene). Isolated yield 59.3%. RXN SMILES: [F:1][CH:2](P(=O)(C1C=CC=CC=1)C1C=CC=CC=1)[F:3].C([N-]C(C)C)(C)C.[Li+].[O:26]1[CH2:31][CH2:30][CH2:29][CH2:28][CH:27]1[O:32][C:33]1[CH:50]=[CH:49][C:48]2[C@@H:47]3[C@@H:38]([C@H:39]4[C@@:43]([CH2:45][CH2:46]3)([CH3:44])[C:42](=O)[CH2:41][CH2:40]4)[CH2:37][CH2:36][C:35]=2[CH:34]=1>O1CCCC1.C(OCC)(=O)C.O>[F:1][C:2]([F:3])=[C:42]1[CH2:41][CH2:40][C@H:39]2[C@@H:38]3[C@H:47]([CH2:46][CH2:45][C@:43]12[CH3:44])[C:48]1[CH:49]=[CH:50][C:33]([O:32][CH:27]2[CH2:28][CH2:29][CH2:30][CH2:31][O:26]2)=[CH:34][C:35]=1[CH2:36][CH2:37]3 |f:1.2|. Procedure: A solution of 3.5 g of difluoromethyldiphenylphosphine oxide in 100 ml of tetrahydrofuran is slowly mixed with 7 ml of 2 M lithium diisopropylamide solution at a bath temperature of =50° C., and it is stirred for 1 hour. Then, a solution of 2 g of 3-tetrahydropyranyloxy-8α-estra-1,3,5(10)-trien-17-one in 50 ml of tetrahydrofuran is slowly added, stirred for 15 minutes, slowly heated at a bath temperature of from -50° C. to 100° C. and refluxed for 2 hours. For working-up, it is diluted with ethy...